From a dataset of the Open Reaction Database (ORD), a public repository of structured organic reaction records. describe an organic reaction: reactants, conditions, products, and yield The yield is 153.1%. Reaction conditions: time 1.5 hour. The reactants are C(C)(C)(C)OC(=O)N1CCC(CC1)CC(CC1=CC=CC=C1)(C(=O)OCC)C(=O)OCC (1-(t-butoxycarbonyl)-4-(3-phenyl-2,2-bis(carboethoxy)propyl)piperidine), C(=O)(C(F)(F)F)O (TFA). Reported procedure: A solution of 520 mg (1.16 mmol) of 1-(t-butoxycarbonyl)-4-(3-phenyl-2,2-bis(carboethoxy)propyl)piperidine (from EXAMPLE 32, Step C) in 5 mL of CH2Cl2 at 0° C. was treated with 5 mL of TFA. The resulting mixture was warmed to rt and stirred for 1.5 h. The reaction was concentrated and triturated with ether. The solid that formed was filtered and dried to afford 617 mg of 4-(3-phenyl-2,2-bis(carboethoxy) propyl)piperidine.TFA. RXN SMILES: C(OC([N:8]1[CH2:13][CH2:12][CH:11]([CH2:14][C:15]([C:28]([O:30][CH2:31][CH3:32])=[O:29])([C:23]([O:25][CH2:26][CH3:27])=[O:24])[CH2:16][C:17]2[CH:22]=[CH:21][CH:20]=[CH:19][CH:18]=2)[CH2:10][CH2:9]1)=O)(C)(C)C.C(O)(C(F)(F)F)=O>C(Cl)Cl>[C:17]1([CH2:16][C:15]([C:28]([O:30][CH2:31][CH3:32])=[O:29])([C:23]([O:25][CH2:26][CH3:27])=[O:24])[CH2:14][CH:11]2[CH2:10][CH2:9][NH:8][CH2:13][CH2:12]2)[CH:18]=[CH:19][CH:20]=[CH:21][CH:22]=1. Run in C(Cl)Cl (CH2Cl2). The product is C1(=CC=CC=C1)CC(CC1CCNCC1)(C(=O)OCC)C(=O)OCC (4-(3-phenyl-2,2-bis(carboethoxy) propyl)piperidine). Starting materials: NCC(C)O ((RS)-1-amino-2-propanol), O=CCC1C(C2=CC=CC(=C2C1)OC)=O ((RS)-2-(2-oxoethyl)-4-methoxy-1-indanone), C1(=CC=C(C=C1)S(=O)(=O)O)C (p-toluenesulfonic acid), O (water). Run in C1(=CC=CC=C1)C (toluene), C1(=CC=CC=C1)C (toluene). Conditions: time 35 minute. Yields the product COC1=C2CC3=C(N(C=C3)CC(C)O)C2=CC=C1 ((RS)-1-(5-methoxy-1,4-dihydro-indeno[1,2-b]pyrrol-1-yl)-propan-2-ol). The yield is 28.8%. Reaction SMILES: O=[CH:2][CH2:3][CH:4]1[CH2:12][C:11]2[C:6](=[CH:7][CH:8]=[CH:9][C:10]=2[O:13][CH3:14])[C:5]1=O.C1(C)C=CC(S(O)(=O)=O)=CC=1.O.[NH2:28][CH2:29][CH:30]([OH:32])[CH3:31]>C1(C)C=CC=CC=1>[CH3:14][O:13][C:10]1[CH:9]=[CH:8][CH:7]=[C:6]2[C:11]=1[CH2:12][C:4]1[CH:3]=[CH:2][N:28]([CH2:29][CH:30]([OH:32])[CH3:31])[C:5]=12. Reported procedure: A solution of 2.04 g of (RS)-2-(2-oxoethyl)-4-methoxy-1-indanone and 80 mg of p-toluenesulfonic acid in 90 ml of anhydrous toluene was heated on a water separator. A solution of 3.13 g of (RS)-1-amino-2-propanol in 20 ml of anhydrous toluene was added dropwise to the boiling solution over a period of 5 minutes. Subsequently, the mixture was boiled for an additional 35 minutes, during which the solvent was reduced to a volume of 25 ml. The cooled reaction mixture was purified by column chromatogr... The reactants are aqueous solution, IC1=C2CCN=C(C2=CC=C1)C(C(=O)OC)C (methyl 2-(5-iodo-3,4-dihydroisoquinolin-1-yl)propanoate), [BH3-]C#N.[Na+] (NaBH3CN), N#N (N2), [OH-].[Na+] (NaOH). Run in CC(=O)O (AcOH). Reaction conditions: time 16 hour. The product is IC1=C2CCNC(C2=CC=C1)C(C(=O)OC)C (methyl 2-(5-iodo-1,2,3,4-tetrahydroisoquinolin-1-yl)propanoate). Yield: 101.2%. As a reaction SMILES: [I:1][C:2]1[CH:11]=[CH:10][CH:9]=[C:8]2[C:3]=1[CH2:4][CH2:5][N:6]=[C:7]2[CH:12]([CH3:17])[C:13]([O:15][CH3:16])=[O:14].[BH3-]C#N.[Na+].N#N.[OH-].[Na+]>CC(O)=O>[I:1][C:2]1[CH:11]=[CH:10][CH:9]=[C:8]2[C:3]=1[CH2:4][CH2:5][NH:6][CH:7]2[CH:12]([CH3:17])[C:13]([O:15][CH3:16])=[O:14] |f:1.2,4.5|. Reported procedure: A mixture of methyl 2-(5-iodo-3,4-dihydroisoquinolin-1-yl)propanoate (1.15 g, 3.35 mmol) in glacial AcOH (12 mL) was treated with NaBH3CN (421 mg, 6.70 mmol) at RTunder N2. The mixture was stirred at RT for 16 h, and then poured onto H2O. The mixture was rendered basic with a 50% aqueous solution of NaOH and extracted with AcOEt. The combined org. phases were then dried over Na2SO4, filtered and concentrated in vacuo to give the title compound (1.17 g) that was used as it is. UPLC-MS: MS 346.1 (... Starting materials: COC1=CC=C2CCC(CC2=C1)C(=O)O (7-methoxy-1,2,3,4-tetrahydronaphthalen-2-carboxylic acid), COC1=CC=C2CCCC(C2=C1)=O (7-methoxy-3,4-dihydronaphthalene-1(2H)-one), C(C)OC(OCC)=O (diethylcarbonate), [H-].[Na+] (sodium hydride). Solvent: O1CCCC1 (tetrahydrofuran), O1CCCC1 (tetrahydrofuran), O (water), C(C)(=O)O (Acetic acid). Conditions: temperature 60 celsius. Yields the product C(C)OC(=O)C1C(C2=CC(=CC=C2CC1)OC)=O (7-methoxy-1-oxo-1,2,3,4-tetrahydronaphthalen-2-carboxylic acid ethyl ester). Isolated yield 96.4%. Reaction SMILES: COC1C=C2C(CCC(C(O)=O)C2)=CC=1.[CH3:16][O:17][C:18]1[CH:27]=[C:26]2[C:21]([CH2:22][CH2:23][CH2:24][C:25]2=[O:28])=[CH:20][CH:19]=1.[CH2:29]([O:31][C:32](=O)[O:33]CC)[CH3:30].[H-].[Na+]>O1CCCC1.O.C(O)(=O)C>[CH2:29]([O:31][C:32]([CH:24]1[CH2:23][CH2:22][C:21]2[C:26](=[CH:27][C:18]([O:17][CH3:16])=[CH:19][CH:20]=2)[C:25]1=[O:28])=[O:33])[CH3:30] |f:3.4|. Reported procedure: The starting 7-methoxy-1,2,3,4-tetrahydronaphthalen-2-carboxylic acid, which is a known product, can be prepared as follows: a solution of 7-methoxy-3,4-dihydronaphthalene-1(2H)-one (66.4 g, 0.376 mol) in anhydrous tetrahydrofuran (350 ml) is added in 1 hour to a mixture of distilled diethylcarbonate (116 ml, 0.957 mol), 80% sodium hydride (39.7 g, 1.32 mol) and anhydrous tetrahydrofuran (350 ml) heated to 60° C. The thus obtained reaction mixture is refluxed for 4 hours and then cooled. Acetic ... As a reaction SMILES: [CH2:1]([O:8][C:9](=[O:15])[NH:10][CH2:11][CH2:12][CH:13]=[CH2:14])[C:2]1[CH:7]=[CH:6][CH:5]=[CH:4][CH:3]=1.C1C=C(Cl)C=C(C(OO)=[O:24])C=1>C(Cl)(Cl)Cl>[CH2:1]([O:8][C:9](=[O:15])[NH:10][CH2:11][CH2:12][CH:13]1[CH2:14][O:24]1)[C:2]1[CH:7]=[CH:6][CH:5]=[CH:4][CH:3]=1. Procedure details: To a solution of but-3-enyl-carbamic acid benzyl ester (prepared according to Heterocycles (2006), 67(2), 549-554; 21.5 g, 105 mmol) in chloroform (380 mL) was added, dropwise over a period of 1 h, a solution of MCPBA (28.3 g, 1.1 eq.) in chloroform (270 mL) at 10° C. Stirring was continued for 20 h at rt. The reaction mixture was filtered and 10% sodium sulfite solution was added to the filtrate (until starch-iodide paper test was negative). The mixture was washed with 5% Na2CO3 and brine. The ... Reaction conditions: time 20 hour. Isolated yield 93.0%. Reactants: C(C1=CC=CC=C1)OC(NCCC=C)=O (but-3-enyl-carbamic acid benzyl ester), C1=CC(=CC(=C1)Cl)C(=O)OO (MCPBA). Solvent: C(Cl)(Cl)Cl (chloroform), C(Cl)(Cl)Cl (chloroform). Product: C(C1=CC=CC=C1)OC(NCCC1OC1)=O ((RS)-(2-oxiranyl-ethyl)-carbamic acid benzyl ester). Reactants: C1=CC=C(C=C1)C2=C(/C(=C(/C3=CC=CC=C3)\C(=O)O)/OC2=O)O (Pulvinic acid), C(C)(=O)OC(C)=O (acetic anhydride). Product: C1=CC=C(C=C1)C2=C3C(=C(C(=O)O3)C4=CC=CC=C4)OC2=O (pulvinic acid lactone). As a reaction SMILES: [CH:1]1[CH:6]=[CH:5][C:4]([C:7]2[C:21](=[O:22])[O:20]/[C:9](=[C:10](/[C:17]([OH:19])=[O:18])\[C:11]3[CH:16]=[CH:15][CH:14]=[CH:13][CH:12]=3)/[C:8]=2O)=[CH:3][CH:2]=1.C(OC(=O)C)(=O)C>>[CH:14]1[CH:15]=[CH:16][C:11]([C:10]2[C:17](=[O:19])[O:18][C:8]3=[C:7]([C:4]4[CH:5]=[CH:6][CH:1]=[CH:2][CH:3]=4)[C:21]([O:20][C:9]=23)=[O:22])=[CH:12][CH:13]=1. Reported procedure: Pulvinic acid (19.0 g., 0.0616 m.) is refluxed in 250 ml. of acetic anhydride for 15 minutes. The cooled solution is stirred into 1200 ml. of ice and water and the oily mass crystallized by stirring in 500 ml. of ethanol. The yellow solid is removed, washed with ethanol and dried to yield pulvinic acid lactone, m.p. 221.5° -223° C. Reactants: C1(=CC=CC=C1)N(C1=CC=CC=C1)CCCCl (3-[N,N-diphenylamino]-1-chloropropane), [I-].[Na+] (sodium iodide), C1(=CC=CC=C1)C(O)C1CCNCC1 (alpha-phenyl-4-piperidine methanol), C([O-])([O-])=O.[Na+].[Na+] (sodium carbonate). Solvent: CCOCC (ether), C1(=CC=CC=C1)C (toluene). Yields the product C1(=CC=CC=C1)N(CCCN1CCC(CC1)C(O)C1=CC=CC=C1)C1=CC=CC=C1 (1-[3-(diphenylamino)propyl]-alpha-penyl-4-piperidine methanol). Isolated yield 16.6%. RXN SMILES: [C:1]1([N:7]([CH2:14][CH2:15][CH2:16]Cl)[C:8]2[CH:13]=[CH:12][CH:11]=[CH:10][CH:9]=2)[CH:6]=[CH:5][CH:4]=[CH:3][CH:2]=1.[C:18]1([CH:24]([CH:26]2[CH2:31][CH2:30][NH:29][CH2:28][CH2:27]2)[OH:25])[CH:23]=[CH:22][CH:21]=[CH:20][CH:19]=1.C(=O)([O-])[O-].[Na+].[Na+].[I-].[Na+]>CCOCC.C1(C)C=CC=CC=1>[C:1]1([N:7]([C:8]2[CH:13]=[CH:12][CH:11]=[CH:10][CH:9]=2)[CH2:14][CH2:15][CH2:16][N:29]2[CH2:28][CH2:27][CH:26]([CH:24]([C:18]3[CH:23]=[CH:22][CH:21]=[CH:20][CH:19]=3)[OH:25])[CH2:31][CH2:30]2)[CH:6]=[CH:5][CH:4]=[CH:3][CH:2]=1 |f:2.3.4,5.6|. Reported procedure: A mixture of 9.8 g. (0.040 moles) of 3-[N,N-diphenylamino]-1-chloropropane, 5.7 g. (0.030 moles) of alpha-phenyl-4-piperidine methanol (preparation described in U.S. Pat. No. 3,029,244 to Lyle, Jr. et al, issued Apr. 10, 1962), 4.2 g. (0.040 moles) of sodium carbonate and 0.5 g. of sodium iodide in 90 ml. of toluene is refluxed for about 18 hours. The reaction mixture is cooled, washed with water, and then shaken with dilute hydrochloric acid. The viscous third layer which falls to the bottom is... Starting materials: CO, CS(=O)(=O)n1ccc2ccc([N+](=O)[O-])cc21, O=[Pt]. Product: CS(=O)(=O)n1ccc2ccc(N)cc21. Reaction SMILES: [CH3:17][OH:18].[CH3:1][S:2](=[O:3])(=[O:4])[n:5]1[cH:6][cH:7][c:8]2[cH:9][cH:10][c:11]([N+:14]([O-:15])=[O:16])[cH:12][c:13]12.[Pt:19]=[O:20]>>[CH3:1][S:2](=[O:3])(=[O:4])[n:5]1[cH:6][cH:7][c:8]2[cH:9][cH:10][c:11]([NH2:14])[cH:12][c:13]12.